This data is from the Open Reaction Database (ORD), a public repository of structured organic reaction records. The task is: describe an organic reaction: reactants, conditions, products, and yield The reactants are CN(C(CO)=O)C (N,N-dimethylglycolamide), CN(C(COC(C1=CC=C(C=C1)C=1NC(=C(N1)C1=CC=C(C=C1)F)C1=CC=NC=C1)=O)=O)C (N,N-Dimethyl-4-[4-(4-fluorophenyl)-5-(4-pyridyl)-1H-imidazol-2-yl]-benzoyl-oxyacetamide), FC1=CC=C(C=C1)C=1N=C(NC1C1=CC=NC=C1)C1=CC=C(C(=O)O)C=C1 (4-[4-(4-fluorophenyl)-5-(4-pyridyl)-1H-imidazol-2-yl]benzoic acid), C(=O)(N1C=NC=C1)N1C=NC=C1 (carbonyldiimidazole). The solvent is CN(C)C=O (DMF), O (H2O). Reaction conditions: time 18 hour. The product is CN(C(COC(C1=CC=C(C=C1)C1(NC(=CN1)C1=CC=NC=C1)C1=CC=C(C=C1)F)=O)=O)C (N,N-Dimethyl-4-[2-(4-fluorophenyl)-5-(4-pyridyl)-1H-imidazol-2-yl]benzoyl-oxyacetamide). Reaction SMILES: [CH3:1][N:2]([CH3:33])[C:3](=[O:32])[CH2:4][O:5][C:6](=[O:31])[C:7]1[CH:12]=[CH:11][C:10]([C:13]2[NH:14][C:15]([C:25]3[CH:30]=[CH:29][N:28]=[CH:27][CH:26]=3)=[C:16](C3C=CC(F)=CC=3)[N:17]=2)=[CH:9][CH:8]=1.[F:34][C:35]1[CH:40]=[CH:39][C:38](C2N=C(C3C=CC(C(O)=O)=CC=3)NC=2C2C=CN=CC=2)=[CH:37][CH:36]=1.C(N1C=CN=C1)(N1C=CN=C1)=O.CN(C)C(=O)CO>CN(C=O)C.O>[CH3:1][N:2]([CH3:33])[C:3](=[O:32])[CH2:4][O:5][C:6](=[O:31])[C:7]1[CH:12]=[CH:11][C:10]([C:13]2([C:38]3[CH:39]=[CH:40][C:35]([F:34])=[CH:36][CH:37]=3)[NH:17][CH:16]=[C:15]([C:25]3[CH:26]=[CH:27][N:28]=[CH:29][CH:30]=3)[NH:14]2)=[CH:9][CH:8]=1. Procedure details: N,N-Dimethyl-4-[4-(4-fluorophenyl)-5-(4-pyridyl)-1H-imidazol-2-yl]-benzoyl-oxyacetamide--To a solution of 4-[4-(4-fluorophenyl)-5-(4-pyridyl)-1H-imidazol-2-yl]benzoic acid (0.15 g, 0.42 mmol) [See Ex. 9 above] in DMF(10 ml) was added carbonyldiimidazole (0.34 g, 2.1 mmol). After stirring for 18 h at rt, N,N-dimethylglycolamide (0.43 g, 4.2 mmol) was added and stirring was continued for an additional 3 h at rt. The reaction mixture was poured into H2O, extracted with EtOAc and evaporated. The res... Procedure: Following a procedure similar to that used for the preparation of Compound 8a but using N-octyl-6-acetyl-4,4-dimethyl-3,4-dihydro-1H-quinolin-2-one (Intermediate 6c) as starting material afforded the title compound as a light yellow solid (24% yield). The reactants are C(CCCCC)N1C(CC(C2=CC(=CC=C12)C(C=CC1=CC=C(C(=O)O)C=C1)=O)(C)C)=O (4-[3-(1-Hexyl-4,4-dimethyl-2-oxo-1,2,3,4-tetrahydro-quinolin-6-yl)-3-oxo-propenyl]-benzoic acid), C(CCCCCCC)N1C(CC(C2=CC(=CC=C12)C(C)=O)(C)C)=O (N-octyl-6-acetyl-4,4-dimethyl-3,4-dihydro-1H-quinolin-2-one), C(CCCCCCC)N1C(CC(C2=CC(=CC=C12)C(C)=O)(C)C)=O (N-octyl-6-acetyl-4,4-dimethyl-3,4-dihydro-1H-quinolin-2-one). Product: C(CCCCCCC)N1C(CC(C2=CC(=CC=C12)C(C=CC1=CC=C(C(=O)O)C=C1)=O)(C)C)=O (4-[3-(1-Octyl-4,4-dimethyl-2-oxo-1,2,3,4-tetrahydro-quinolin-6-yl)-3-oxo-propenyl]-benzoic acid). The yield is 24.0%. As a reaction SMILES: [CH2:1]([N:7]1[C:16]2[C:11](=[CH:12][C:13]([C:17](=[O:29])[CH:18]=[CH:19][C:20]3[CH:28]=[CH:27][C:23]([C:24]([OH:26])=[O:25])=[CH:22][CH:21]=3)=[CH:14][CH:15]=2)[C:10]([CH3:31])([CH3:30])[CH2:9][C:8]1=[O:32])[CH2:2][CH2:3][CH2:4][CH2:5][CH3:6].[CH2:33](N1C2C(=CC(C(=O)C)=CC=2)C(C)(C)CC1=O)[CH2:34]CCCCCC>>[CH2:1]([N:7]1[C:16]2[C:11](=[CH:12][C:13]([C:17](=[O:29])[CH:18]=[CH:19][C:20]3[CH:28]=[CH:27][C:23]([C:24]([OH:26])=[O:25])=[CH:22][CH:21]=3)=[CH:14][CH:15]=2)[C:10]([CH3:31])([CH3:30])[CH2:9][C:8]1=[O:32])[CH2:2][CH2:3][CH2:4][CH2:5][CH2:6][CH2:33][CH3:34].